This data is from the Open Reaction Database (ORD), a public repository of structured organic reaction records. The task is: describe an organic reaction: reactants, conditions, products, and yield Reactants: N1CCC(C(=O)OCC)CC1 (ethyl isonipecotate), CC(=O)C (acetone). The reagents and catalysts are [Pd] (Pd/C). Solvent: C(C)O (ethanol). Reaction conditions: temperature 35 celsius. Product: C(C)(C)N1CCC(CC1)C(=O)OCC (Ethyl 1-Isopropylpiperidine-4-carboxylate). RXN SMILES: [NH:1]1[CH2:11][CH2:10][CH:4]([C:5]([O:7][CH2:8][CH3:9])=[O:6])[CH2:3][CH2:2]1.[CH3:12][C:13]([CH3:15])=O>[Pd].C(O)C>[CH:13]([N:1]1[CH2:2][CH2:3][CH:4]([C:5]([O:7][CH2:8][CH3:9])=[O:6])[CH2:10][CH2:11]1)([CH3:15])[CH3:12]. Procedure: An autoclave was charged with ethyl isonipecotate (50 g, 318.0 mmol), 10% Pd/C (5 g, 10 wt %), acetone (450 mL, 6.13 mol) and ethanol (100 mL). The autoclave was pressurized to 4.1 bar with H2, and the slurry was heated to 35° C. After 14 h the mixture was filtered, rinsed with acetone, and was concentrated to remove excess acetone. The crude material was taken on without any purification: The reactants are ClOC(C)(C)C (tert-butyl hypochlorite), S1CCCC1 (tetrahydrothiophene), C(C=1C(N)=CC=CC1)(=O)OC (methyl anthranilate), ClNC=1C(C(=O)[O-])=CC=CC1 (N-chloroanthranilate). Run in C(Cl)Cl (CH2Cl2), C(C)N(CC)CC (triethylamine), C(Cl)Cl (CH2Cl2). Conditions: time 2 hour. Product: NC1=C(C(=O)OC)C=CC=C1C1SCCC1 (Methyl 2-amino-3-(tetrahydro-2-thienyl)benzoate). RXN SMILES: [C:1]([O:10][CH3:11])(=[O:9])[C:2]1[C:3](=[CH:5][CH:6]=[CH:7][CH:8]=1)[NH2:4].ClOC(C)(C)C.ClNC1C(=CC=CC=1)C([O-])=O.[S:29]1[CH2:33][CH2:32][CH2:31][CH2:30]1>C(Cl)Cl.C(N(CC)CC)C>[NH2:4][C:3]1[C:5]([CH:30]2[CH2:31][CH2:32][CH2:33][S:29]2)=[CH:6][CH:7]=[CH:8][C:2]=1[C:1]([O:10][CH3:11])=[O:9]. Procedure: A solution of methyl anthranilate (75.5 g; 0.5 mole) in CH2Cl2 (1.0 l) is cooled to -70° and a solution of tert-butyl hypochlorite (54 g; 0.5 mole) in CH2Cl2 (150 ml) is added slowly keeping the temperature at -70°. The resultant N-chloroanthranilate solution is stirred for 1.0 hr and then tetrahydrothiophene (110 ml) is added at such a rate as to maintain the exotherm to less than 10°. The dark solution is stirred at -70° for 2.0 hr, triethylamine (125 ml) is added dropwise, and the solution is... The reactants are ClC1=C(C=CC(=N1)NC(=O)C1(CC1)C1=CC2=C(OC(O2)(F)F)C=C1)C (N-(6-chloro-5-methylpyridin-2-yl)-1-(2,2-difluorobenzo[d][1,3]dioxol-5-yl)cyclopropanecarboxamide), COC1=C(C(=O)OC)C=C(C=N1)B1OC(C(O1)(C)C)(C)C (methyl 2-methoxy-5-(4,4,5,5-tetramethyl-1,3,2-dioxaborolan-2-yl)nicotinate), C([O-])([O-])=O.[Na+].[Na+] (sodium carbonate). The reagents and catalysts are C=1C=CC(=CC1)[P](C=2C=CC=CC2)(C=3C=CC=CC3)[Pd]([P](C=4C=CC=CC4)(C=5C=CC=CC5)C=6C=CC=CC6)([P](C=7C=CC=CC7)(C=8C=CC=CC8)C=9C=CC=CC9)[P](C=1C=CC=CC1)(C=1C=CC=CC1)C=1C=CC=CC1 (tetrakis(triphenylphosphine)palladium). Run in COCCOC (1,2-dimethoxyethane), C(C)(=O)OCC (ethyl acetate). Product: FC1(OC2=C(O1)C=CC(=C2)C2(CC2)C(=O)NC2=CC=C(C(=N2)C=2C=NC(=C(C2)C(=O)OC)OC)C)F (Methyl 6-(1-(2,2-difluorobenzo[d][1,3]dioxol-5-yl)cyclopropanecarboxamido)-6′-methoxy-3-methyl-2,3′-bipyridine-5′-carboxylate). Isolated yield 83.3%. As a reaction SMILES: Cl[C:2]1[N:7]=[C:6]([NH:8][C:9]([C:11]2([C:14]3[CH:24]=[CH:23][C:17]4[O:18][C:19]([F:22])([F:21])[O:20][C:16]=4[CH:15]=3)[CH2:13][CH2:12]2)=[O:10])[CH:5]=[CH:4][C:3]=1[CH3:25].[CH3:26][O:27][C:28]1[N:37]=[CH:36][C:35](B2OC(C)(C)C(C)(C)O2)=[CH:34][C:29]=1[C:30]([O:32][CH3:33])=[O:31].C(=O)([O-])[O-].[Na+].[Na+]>COCCOC.C(OCC)(=O)C.C1C=CC([P]([Pd]([P](C2C=CC=CC=2)(C2C=CC=CC=2)C2C=CC=CC=2)([P](C2C=CC=CC=2)(C2C=CC=CC=2)C2C=CC=CC=2)[P](C2C=CC=CC=2)(C2C=CC=CC=2)C2C=CC=CC=2)(C2C=CC=CC=2)C2C=CC=CC=2)=CC=1>[F:21][C:19]1([F:22])[O:18][C:17]2[CH:23]=[CH:24][C:14]([C:11]3([C:9]([NH:8][C:6]4[N:7]=[C:2]([C:35]5[CH:36]=[N:37][C:28]([O:27][CH3:26])=[C:29]([C:30]([O:32][CH3:33])=[O:31])[CH:34]=5)[C:3]([CH3:25])=[CH:4][CH:5]=4)=[O:10])[CH2:13][CH2:12]3)=[CH:15][C:16]=2[O:20]1 |f:2.3.4,^1:68,70,89,108|. Procedure: To N-(6-chloro-5-methylpyridin-2-yl)-1-(2,2-difluorobenzo[d][1,3]dioxol-5-yl)cyclopropanecarboxamide (0.26 g, 0.7 mmol) in 1,2-dimethoxyethane (7 mL) was added methyl 2-methoxy-5-(4,4,5,5-tetramethyl-1,3,2-dioxaborolan-2-yl)nicotinate (0.25 g, 0.86 mmol), tetrakis(triphenylphosphine)palladium (0) (42 mg, 0.04 mmol), and 2 M sodium carbonate (0.70 mL, 1.4 mmol). The reaction mixture was irradiated in the microwave at 120° C. for twenty minutes. The reaction mixture was diluted with ethyl acetate ... Starting materials: [H-].[Na+] (sodium hydride), IC1=CNC2=CC(=CC=C12)F (3-iodo-6-fluoroindole), C1(=CC=CC=C1)S(=O)(=O)Cl (benzenesulfonyl chloride). Solvent: [Cl-].[NH4+] (ammonium chloride), CN(C)C=O (DMF). Conditions: temperature 0 celsius, time 30 minute. The product is FC1=CC=C2C(=CN(C2=C1)S(=O)(=O)C1=CC=CC=C1)I (6-fluoro-3-iodo-1-(phenylsulfonyl)-1H-indole). Yield: 110.6%. As a reaction SMILES: [I:1][C:2]1[C:10]2[C:5](=[CH:6][C:7]([F:11])=[CH:8][CH:9]=2)[NH:4][CH:3]=1.[H-].[Na+].[C:14]1([S:20](Cl)(=[O:22])=[O:21])[CH:19]=[CH:18][CH:17]=[CH:16][CH:15]=1>CN(C=O)C.[Cl-].[NH4+]>[F:11][C:7]1[CH:6]=[C:5]2[C:10]([C:2]([I:1])=[CH:3][N:4]2[S:20]([C:14]2[CH:19]=[CH:18][CH:17]=[CH:16][CH:15]=2)(=[O:22])=[O:21])=[CH:9][CH:8]=1 |f:1.2,5.6|. Procedure details: To a cooled (0° C.) solution of 3-iodo-6-fluoroindole (0.50 g, 1.92 mmol) in DMF (10 mL) was added sodium hydride (60% dispersion, 115 mg, 2.87 mmol). The resulting mixture was then stirred at 0° C. for 5 minutes before the addition of benzenesulfonyl chloride (0.37 mL, 2.9 mmol). After stirring at 0° C. for 30 minutes, the reaction was allowed to warm to room temperature and stirred at room temperature for 30 minutes. The reaction mixture was then diluted with saturated ammonium chloride. The a... Starting materials: CCOP(=O)(Cc1ccccc1I)OCC, C1CCOC1, CC(C)(C)[O-], CCOC(C)=O, [Cl-], O=Cc1cc(Cl)ccc1O, Cl, [K+], [Na+], O. The product is Oc1ccc(Cl)cc1C=Cc1ccccc1I. RXN SMILES: [CH2:1]([O:2][P:3](=[O:4])([O:5][CH2:6][CH3:7])[CH2:9][c:10]1[c:11]([I:16])[cH:12][cH:13][cH:14][cH:15]1)[CH3:8].[CH2:36]1[O:37][CH2:38][CH2:39][CH2:40]1.[CH3:27][C:28]([CH3:29])([O-:30])[CH3:31].[CH3:41][CH2:42][O:43][C:44](=[O:45])[CH3:46].[Cl-:33].[Cl:17][c:18]1[cH:19][cH:20][c:21]([OH:26])[c:22]([CH:23]=[O:24])[cH:25]1.[ClH:35].[K+:32].[Na+:34].[OH2:47]>>[CH:9]([c:10]1[c:11]([I:16])[cH:12][cH:13][cH:14][cH:15]1)=[CH:23][c:22]1[c:21]([OH:26])[cH:20][cH:19][c:18]([Cl:17])[cH:25]1. Starting materials: Cl.N1=C(C=CC=C1)CCl (picolyl chloride hydrochloride), ClC=1C=C(C=CC1O)NC1=NC=NC2=CC=CC(=C12)OC[C@H](C)N(C(COC)=O)C (N-[(1S)-2-({4-[(3-chloro-4-hydroxyphenyl)amino]quinazolin-5-yl}oxy)-1-methylethyl]-2-methoxy-N-methylacetamide). Yields the product ClC=1C=C(C=CC1OCC1=NC=CC=C1)NC1=NC=NC2=CC=CC(=C12)OC[C@H](C)N(C(COC)=O)C (N-{(1S)-2-[(4-{[3-Chloro-4-(pyridin-2-ylmethoxy)phenyl]amino}quinazolin-5-yl)oxy]-1-methylethyl}-2-methoxy-N-methylacetamide). Yield: 39.0%. As a reaction SMILES: Cl.[N:2]1[CH:7]=[CH:6][CH:5]=[CH:4][C:3]=1[CH2:8]Cl.[Cl:10][C:11]1[CH:12]=[C:13]([NH:18][C:19]2[C:28]3[C:23](=[CH:24][CH:25]=[CH:26][C:27]=3[O:29][CH2:30][C@@H:31]([N:33]([CH3:39])[C:34](=[O:38])[CH2:35][O:36][CH3:37])[CH3:32])[N:22]=[CH:21][N:20]=2)[CH:14]=[CH:15][C:16]=1[OH:17]>>[Cl:10][C:11]1[CH:12]=[C:13]([NH:18][C:19]2[C:28]3[C:23](=[CH:24][CH:25]=[CH:26][C:27]=3[O:29][CH2:30][C@@H:31]([N:33]([CH3:39])[C:34](=[O:38])[CH2:35][O:36][CH3:37])[CH3:32])[N:22]=[CH:21][N:20]=2)[CH:14]=[CH:15][C:16]=1[O:17][CH2:8][C:3]1[CH:4]=[CH:5][CH:6]=[CH:7][N:2]=1 |f:0.1|. Procedure details: The procedure described in Example 3 was repeated using picolyl chloride hydrochloride and N-[(1S)-2-({4-[(3-chloro-4-hydroxyphenyl)amino]quinazolin-5-yl}oxy)-1-methylethyl]-2-methoxy-N-methylacetamide to give the title compound in 39% yield; NMR spectrum (DMSO-d6, 373K) 1.20 (m, 3H), 2.80 (s, 3H), 3.10 (s, 3H), 3.90 (m, 2H), 4.20 (m, 1H), 4.50 (m, 1H), 5.10 (m, 1H), 5.30 (s, 2H), 7.20 (m, 2H), 7.40 (m, 2H), 7.50 (d, 1H), 7.60 (d, 1H), 7.70 (t, 1H), 7.90 (t, 1H), 7.95 (s, 1H), 8.40 (s, 1H), 8.60... Starting materials: example 4 ( d ), C(C)(C)(C)OC(=O)N1CCN(CC1)C=1SC(=CN1)S(=O)(=O)C1=CC=NC=C1 (4-[5-(pyridine-4-sulfonyl)-thiazol-2-yl]-piperazine-1-carboxylic acid tert-butyl ester), Cl (hydrogen chloride). Yields the product Cl.N1=CC=C(C=C1)S(=O)(=O)C1=CN=C(S1)N1CCNCC1 (1-[5-(Pyridine-4-sulfonyl)-thiazol-2-yl]-piperazine hydrochloride). The yield is 99.0%. RXN SMILES: C(OC([N:8]1[CH2:13][CH2:12][N:11]([C:14]2[S:15][C:16]([S:19]([C:22]3[CH:27]=[CH:26][N:25]=[CH:24][CH:23]=3)(=[O:21])=[O:20])=[CH:17][N:18]=2)[CH2:10][CH2:9]1)=O)(C)(C)C.[ClH:28]>>[ClH:28].[N:25]1[CH:24]=[CH:23][C:22]([S:19]([C:16]2[S:15][C:14]([N:11]3[CH2:10][CH2:9][NH:8][CH2:13][CH2:12]3)=[N:18][CH:17]=2)(=[O:20])=[O:21])=[CH:27][CH:26]=1 |f:2.3|. Reported procedure: Prepared in analogy to example 4 (d) from 4-[5-(pyridine-4-sulfonyl)-thiazol-2-yl]-piperazine-1-carboxylic acid tert-butyl ester and hydrogen chloride solution. The crude material was purified by recrystallisation from ether to afford the title compound as a light yellow crystalline solid (yield 99%). MS (m/e): 311.0 (M+H+, 100%).